From a dataset of the Open Reaction Database (ORD), a public repository of structured organic reaction records. describe an organic reaction: reactants, conditions, products, and yield The reactants are N#CC1CC(F)CN1C(=O)CN(C(=O)OCc1ccccc1)C12CCC(C(=O)On3nnc4ccccc43)(CC1)CC2, CCN(CC)C(=O)C1CCCN(C2CCNCC2)C1. Product: CCN(CC)C(=O)C1CCCN(C2CCN(C(=O)C34CCC(N(CC(=O)N5CC(F)CC5C#N)C(=O)OCc5ccccc5)(CC3)CC4)CC2)C1. As a reaction SMILES: [CH2:1]([c:2]1[cH:3][cH:4][cH:5][cH:6][cH:7]1)[O:8][C:9](=[O:10])[N:11]([C:12]12[CH2:13][CH2:14][C:15]([C:20](=[O:21])[O:22][n:23]3[c:24]4[cH:25][cH:26][cH:27][cH:28][c:29]4[n:30][n:31]3)([CH2:16][CH2:17]1)[CH2:18][CH2:19]2)[CH2:32][C:33](=[O:34])[N:35]1[CH:36]([C:41]#[N:42])[CH2:37][CH:38]([F:40])[CH2:39]1.[CH2:43]([CH3:44])[N:45]([C:46](=[O:47])[CH:48]1[CH2:49][N:50]([CH:54]2[CH2:55][CH2:56][NH:57][CH2:58][CH2:59]2)[CH2:51][CH2:52][CH2:53]1)[CH2:60][CH3:61]>>[CH2:1]([c:2]1[cH:3][cH:4][cH:5][cH:6][cH:7]1)[O:8][C:9](=[O:10])[N:11]([C:12]12[CH2:13][CH2:14][C:15]([C:20](=[O:21])[N:57]3[CH2:56][CH2:55][CH:54]([N:50]4[CH2:49][CH:48]([C:46]([N:45]([CH2:43][CH3:44])[CH2:60][CH3:61])=[O:47])[CH2:53][CH2:52][CH2:51]4)[CH2:59][CH2:58]3)([CH2:16][CH2:17]1)[CH2:18][CH2:19]2)[CH2:32][C:33](=[O:34])[N:35]1[CH:36]([C:41]#[N:42])[CH2:37][CH:38]([F:40])[CH2:39]1. Starting materials: C(C)(C)N1N=CN=C1C=1SC=2CCOC3=C(C2N1)C=CC(=C3)C=3C=NN(C3)C(C(=O)O)(C)C (2-{4-[2-(2-Isopropyl-2H-[1,2,4]triazol-3-yl)-4,5-dihydro-6-oxa-3-thia-1-aza-benzo[e]azulen-8-yl]-pyrazol-1-yl}-2-methyl-propionic acid), [Cl-].[NH4+] (ammonium chloride). Yields the product C(C)(C)N1N=CN=C1C=1SC=2CCOC3=C(C2N1)C=CC(=C3)C=3C=NN(C3)C(C(=O)N)(C)C (2-{4-[2-(2-Isopropyl-2H-[1,2,4]triazol-3-yl)-4,5-dihydro-6-oxa-3-thia-1-aza-benzo[e]azulen-8-yl]-pyrazol-1-yl}-isobutyramide). RXN SMILES: [CH:1]([N:4]1[C:8]([C:9]2[S:10][C:11]3[CH2:12][CH2:13][O:14][C:15]4[CH:22]=[C:21]([C:23]5[CH:24]=[N:25][N:26]([C:28]([CH3:33])([CH3:32])[C:29](O)=[O:30])[CH:27]=5)[CH:20]=[CH:19][C:16]=4[C:17]=3[N:18]=2)=[N:7][CH:6]=[N:5]1)([CH3:3])[CH3:2].[Cl-].[NH4+:35]>>[CH:1]([N:4]1[C:8]([C:9]2[S:10][C:11]3[CH2:12][CH2:13][O:14][C:15]4[CH:22]=[C:21]([C:23]5[CH:24]=[N:25][N:26]([C:28]([CH3:32])([CH3:33])[C:29]([NH2:35])=[O:30])[CH:27]=5)[CH:20]=[CH:19][C:16]=4[C:17]=3[N:18]=2)=[N:7][CH:6]=[N:5]1)([CH3:2])[CH3:3] |f:1.2|. Procedure details: Following the procedure for 240, 2-{4-[2-(2-Isopropyl-2H-[1,2,4]triazol-3-yl)-4,5-dihydro-6-oxa-3-thia-1-aza-benzo[e]azulen-8-yl]-pyrazol-1-yl}-2-methyl-propionic acid was reacted with ammonium chloride to give 439. MS(ESI+) 464.1. 1H NMR (400 MHz, DMSO) δ 8.41 (s, 1H), 8.32 (d, J=8.3, 1H), 8.10 (s, 1H), 8.02 (s, 1H), 7.50 (dd, J=8.3, 1.8, 1H), 7.39 (d, J=1.7, 1H), 7.17 (br, 1H), 6.79 (br, 1H), 5.93-5.74 (m, 1H), 4.39 (t, J=5.0, 2H), 3.45 (t, J=5.0, 2H), 1.75 (s, 6H), 1.56 (d, J=6.6, 6H) Reactants: Cc1ncccc1C(=O)c1cc(Cl)ccc1NC(=O)C(C)(C)C, O=S(=O)(O)O. Yields the product Cc1ncccc1C(=O)c1cc(Cl)ccc1N. RXN SMILES: [Cl:1][c:2]1[cH:3][c:4]([C:15](=[O:16])[c:17]2[c:18]([CH3:23])[n:19][cH:20][cH:21][cH:22]2)[c:5]([NH:8][C:9](=[O:10])[C:11]([CH3:12])([CH3:13])[CH3:14])[cH:6][cH:7]1.[S:24](=[O:25])(=[O:26])([OH:27])[OH:28]>>[Cl:1][c:2]1[cH:3][c:4]([C:15](=[O:16])[c:17]2[c:18]([CH3:23])[n:19][cH:20][cH:21][cH:22]2)[c:5]([NH2:8])[cH:6][cH:7]1.